Task: describe an organic reaction: reactants, conditions, products, and yield. Dataset: the Open Reaction Database (ORD), a public repository of structured organic reaction records Starting materials: C1(=CC=CC=C1)P(C1=CC=CC=C1)C1=CC=CC=C1 (triphenylphosphine), OCCCCCCC#C (8-hydroxy-1-octyne), C(Br)(Br)(Br)Br (carbon tetrabromide). Run in ClCCl (dichloromethane), ClCCl (dichloromethane). Conditions: temperature 0 celsius, time 2 hour. Yields the product BrCCCCCCC#C (8-bromo-1-octyne). Reaction SMILES: C1(P(C2C=CC=CC=2)C2C=CC=CC=2)C=CC=CC=1.O[CH2:21][CH2:22][CH2:23][CH2:24][CH2:25][CH2:26][C:27]#[CH:28].C(Br)(Br)(Br)[Br:30]>ClCCl>[Br:30][CH2:21][CH2:22][CH2:23][CH2:24][CH2:25][CH2:26][C:27]#[CH:28]. Reported procedure: Dehydrated dichloromethane (20 mL) and triphenylphosphine (5.91 g, 22.5 mmol) were added to 8-hydroxy-1-octyne (1.95 g, 15 mmol). The mixture was cooled to 0° C. and was then dropwise added to dehydrated dichloromethane (10 mL) containing carbon tetrabromide (7.46 g, 22.5 mmol), followed by stirring at room temperature for 2 hours. After separation between dichloromethane (100 mL) and 5% sodium bicarbonate (150 mL), the organic layer was washed with saturated brine (150 mL). The organic layer wa... Starting materials: N1CCOCC1 (morpholine), C1C(C)O1 (propylene oxide). Conditions: time 7 day. Yields the product OC(CN1CCOCC1)C (N-(2-hydroxypropyl)-morpholine). Yield: 96.1%. Reaction SMILES: [NH:1]1[CH2:6][CH2:5][O:4][CH2:3][CH2:2]1.[CH2:7]1[O:10][CH:8]1[CH3:9]>>[OH:10][CH:8]([CH3:9])[CH2:7][N:1]1[CH2:6][CH2:5][O:4][CH2:3][CH2:2]1. Procedure details: An amount, 871.2 grams, of morpholine (10 moles) and 580.8 grams of propylene oxide (10 moles) were mixed in a 2 liter flask and set aside for seven days at room temperature. At the end of this time, the solution was distilled under vacuum to give 1396.0 grams (96.1%) of N-(2-hydroxypropyl)-morpholine as a colorless oil, bp 63°-65° C. at 0.25 mm of Hg. Gas chromatographic analysis of the product showed the presence of only one compound which indicated no position isomer was formed. The identity ...